describe an organic reaction: reactants, conditions, products, and yield From a dataset of the Open Reaction Database (ORD), a public repository of structured organic reaction records. The reactants are FC1=CC=C(C=C1)NC(=O)N1CCNCC1 (piperazine-1-carboxylic acid (4-fluoro-phenyl)-amide), N1=C(C=CC2=CC=CC=C12)C=O (2-quinolinecarbaldehyde). Product: FC1=CC=C(C=C1)NC(=O)N1CCN(CC1)CC1=NC2=CC=CC=C2C=C1 (4-Quinolin-2-ylmethyl-piperazine-1-carboxylic acid (4-fluoro-phenyl)-amide). As a reaction SMILES: [F:1][C:2]1[CH:7]=[CH:6][C:5]([NH:8][C:9]([N:11]2[CH2:16][CH2:15][NH:14][CH2:13][CH2:12]2)=[O:10])=[CH:4][CH:3]=1.[N:17]1[C:26]2[C:21](=[CH:22][CH:23]=[CH:24][CH:25]=2)[CH:20]=[CH:19][C:18]=1[CH:27]=O>>[F:1][C:2]1[CH:3]=[CH:4][C:5]([NH:8][C:9]([N:11]2[CH2:12][CH2:13][N:14]([CH2:27][C:18]3[CH:19]=[CH:20][C:21]4[C:26](=[CH:25][CH:24]=[CH:23][CH:22]=4)[N:17]=3)[CH2:15][CH2:16]2)=[O:10])=[CH:6][CH:7]=1. Procedure: The title compound was prepared from piperazine-1-carboxylic acid (4-fluoro-phenyl)-amide and 2-quinolinecarbaldehyde. 1H NMR (400 MHz, CDCl3): 8.16 (d, J=8.3 Hz, 1H), 8.08 (d, J=8.6 Hz, 1H), 7.82 (d, J=7.6 Hz, 1H), 7.74-6.69 (m, 1H), 7.63 (d, J=8.3 Hz, 1H), 7.56-7.52 (m, 1H), 7.32-7.25 (m, 2H), 6.99-6.94 (m, 2H), 6.38 (s, 1H), 3.88 (s, 2H), 3.52 (t, J=5.1 Hz, 4H), 2.60 (t, J=5.1 Hz, 4H). The reactants are CC1=NC=C2N1C3=C(C=C(C=C3)Cl)C(=NC2)C4=CC=CC=C4F (midazolam base), C(\C=C/C(=O)O)(=O)O (maleic acid). Yields the product CC1=NC=C2N1C=3C=CC(=CC3C(=NC2)C=4C=CC=CC4F)Cl.C(=C\C(=O)O)\C(=O)O (midazolam maleate). RXN SMILES: [CH3:1][C:2]1[N:6]2[C:7]3[CH:12]=[CH:11][C:10]([Cl:13])=[CH:9][C:8]=3[C:14]([C:17]3[C:22]([F:23])=[CH:21][CH:20]=[CH:19][CH:18]=3)=[N:15][CH2:16][C:5]2=[CH:4][N:3]=1.[C:24]([OH:31])(=[O:30])/[CH:25]=[CH:26]\[C:27]([OH:29])=[O:28]>>[CH3:1][C:2]1[N:6]2[C:7]3[CH:12]=[CH:11][C:10]([Cl:13])=[CH:9][C:8]=3[C:14]([C:17]3[CH:18]=[CH:19][CH:20]=[CH:21][C:22]=3[F:23])=[N:15][CH2:16][C:5]2=[CH:4][N:3]=1.[CH:25](/[C:24]([OH:31])=[O:30])=[CH:26]/[C:27]([OH:29])=[O:28] |f:2.3|. Procedure details: can include, for example, dissolving the midazolam base produced in step (a) in a solvent or a solvent mixture, e.g., at elevated temperature; adding maleic acid, e.g., as a solution in a solvent, which can include an organic solvent, to produce midazolam maleate; allowing the solution to cool sufficiently to precipitate midazolam maleate (e.g., in the form of crystals); and collecting the precipitate, e.g., by filtration and, optionally, washing and/or drying the precipitate.